Task: describe an organic reaction: reactants, conditions, products, and yield. Dataset: the Open Reaction Database (ORD), a public repository of structured organic reaction records Reactants: C(=O)(OCC)N1CC(C(CC1)NCC)C (1-Carbethoxy-4-ethylamino-3-methylpiperidine). Solvent: [OH-].[Na+] (NaOH). Run at temperature 110 celsius, time 120 hour. Product: C(C)NC1C(CNCC1)C (4-ethylamino-3-methylpiperidine). RXN SMILES: C([N:6]1[CH2:11][CH2:10][CH:9]([NH:12][CH2:13][CH3:14])[CH:8]([CH3:15])[CH2:7]1)(OCC)=O>[OH-].[Na+]>[CH2:13]([NH:12][CH:9]1[CH2:10][CH2:11][NH:6][CH2:7][CH:8]1[CH3:15])[CH3:14] |f:1.2|. Procedure: 1-Carbethoxy-4-ethylamino-3-methylpiperidine (2.3 g, 10.74 mmol) was suspended in 5 M NaOH solution (15 ml), stirred at 110° C. for 120 hr, cooled, extracted with ethyl acetate, dried (Na2SO4) and concentrated to dryness to afford 4-ethylamino-3-methylpiperidine. Yield 0.7 g (46%), C8H18N2, m/z 143, (M+1). The reactants are CCCCc1nc2cnc3ccccc3c2n1CCOCCNC(=O)OC(C)(C)C, ClCCl, [Na+], O=C([O-])O, O=C(OO)c1cccc(Cl)c1. Yields the product CCCCc1nc2c[n+]([O-])c3ccccc3c2n1CCOCCNC(=O)OC(C)(C)C. As a reaction SMILES: [CH2:1]([CH2:2][CH2:3][CH3:4])[c:5]1[n:6]([CH2:18][CH2:19][O:20][CH2:21][CH2:22][NH:23][C:24]([O:25][C:26]([CH3:27])([CH3:28])[CH3:29])=[O:30])[c:7]2[c:8]([cH:9][n:10][c:11]3[cH:12][cH:13][cH:14][cH:15][c:16]23)[n:17]1.[Cl:47][CH2:48][Cl:49].[Na+:46].[O-:42][C:43]([OH:44])=[O:45].[OH:31][O:32][C:33]([c:34]1[cH:35][c:36]([Cl:37])[cH:38][cH:39][cH:40]1)=[O:41]>>[CH2:1]([CH2:2][CH2:3][CH3:4])[c:5]1[n:6]([CH2:18][CH2:19][O:20][CH2:21][CH2:22][NH:23][C:24]([O:25][C:26]([CH3:27])([CH3:28])[CH3:29])=[O:30])[c:7]2[c:8]([cH:9][n+:10]([O-:31])[c:11]3[cH:12][cH:13][cH:14][cH:15][c:16]23)[n:17]1. The reactants are [H][H] (hydrogen), C(C1=CC=CC=C1)OC1=C2C(C=CNC2=CC=C1OC)=O (5-benzyloxy-6-methoxy-4(1H)-quinolone), C(Cl)(Cl)Cl (chloroform). Reagents/catalysts: [C].[Pd] (palladium-carbon). The solvent is CO (methanol). Product: Cl.OC1=C2C(C=CNC2=CC=C1OC)=O (5-hydroxy-6-methoxy-4(1H)-quinolone hydrochloride), compound 1. As a reaction SMILES: C([O:8][C:9]1[C:18]([O:19][CH3:20])=[CH:17][CH:16]=[C:15]2[C:10]=1[C:11](=[O:21])[CH:12]=[CH:13][NH:14]2)C1C=CC=CC=1.[H][H].C(Cl)(Cl)[Cl:25]>CO.[C].[Pd]>[ClH:25].[OH:8][C:9]1[C:18]([O:19][CH3:20])=[CH:17][CH:16]=[C:15]2[C:10]=1[C:11](=[O:21])[CH:12]=[CH:13][NH:14]2 |f:4.5,6.7|. Procedure: In a mixed solvent of methanol (9 ml) and chloroform (1 ml) was dissolved 5-benzyloxy-6-methoxy-4(1H)-quinolone (120 mg). To this solution was added 10% palladium-carbon (50 mg), and the mixture was stirred under a stream of hydrogen at room temperature for 2 hours. The catalyst was removed by filtration, and the filtrate was concentrated under reduced pressure. The crude product thus obtained was recrystallized from chloroform-methanol-n-hexane to obtain 5-hydroxy-6-methoxy-4(1H)-quinolone hydr... Starting materials: O=C1CCC1, CCO, CC[O-], C[N+](=O)[O-], [Na+]. Yields the product O=[N+]([O-])CC1(O)CCC1. Reaction SMILES: [C:9]1(=[O:13])[CH2:10][CH2:11][CH2:12]1.[CH3:14][CH2:15][OH:16].[CH3:6][CH2:7][O-:8].[N+:1](=[O:2])([O-:3])[CH3:4].[Na+:5]>>[N+:1](=[O:2])([O-:3])[CH2:4][C:9]1([OH:13])[CH2:10][CH2:11][CH2:12]1. Starting materials: Cc1ccc2cc(C(=O)O)ccc2n1, NCc1ccco1. The reagents and catalysts are C1=CC=C(C=C1)P(=O)(C2=CC=CC=C2)Cl (DPPCI), CCN(C(C)C)C(C)C (DIPEA). Solvent: CN(C)C=O (DMF), CN(C)C=O (DMF), CN(C)C=O (DMF), CN(C)C=O (DMF), CN(C)C=O (DMF), CN(C)C=O (DMF). Run at temperature 25 celsius, time 2 hour. Product: Cc1ccc2cc(C(=O)NCc3ccco3)ccc2n1. Yield: 36.4%. RXN SMILES: NCc1ccco1.Cc1ccc2cc(C(=O)O)ccc2n1.C1=CC=C(C=C1)P(=O)(C2=CC=CC=C2)Cl.CCN(C(C)C)C(C)C.CN(C)C=O>>Cc1ccc2cc(C(=O)NCc3ccco3)ccc2n1. Starting materials: FC(C(=O)O)(F)F (trifluoroacetic acid), C(#N)C1=C(C=C(C=C1)N1C[C@H](N(C[C@@H]1C)C(=O)NC1=NC(=NC=C1)NC(=O)OC(C)(C)C)C)C(F)(F)F ((2R,5S)-4-(4-cyano-3-trifluoromethylphenyl)-N-[2-(1,1-dimethylethoxycarbonyl)amino-4-pyrimidyl]-2,5-dimethylpiperazine-1-carboxamide). Run in ClC(C)Cl (dichloroethane). Run at time 12 hour. Yields the product NC1=NC=CC(=N1)NC(=O)N1[C@@H](CN([C@H](C1)C)C1=CC(=C(C=C1)C#N)C(F)(F)F)C ((2R,5S)-N-(2-Amino-pyrimidin-4-yl)-4-(4-cyano-3-trifluoromethylphenyl)-2,5-dimethylpiperazine-1-carboxamide). The yield is 87.2%. As a reaction SMILES: FC(F)(F)C(O)=O.[C:8]([C:10]1[CH:15]=[CH:14][C:13]([N:16]2[C@@H:21]([CH3:22])[CH2:20][N:19]([C:23]([NH:25][C:26]3[CH:31]=[CH:30][N:29]=[C:28]([NH:32]C(OC(C)(C)C)=O)[N:27]=3)=[O:24])[C@H:18]([CH3:40])[CH2:17]2)=[CH:12][C:11]=1[C:41]([F:44])([F:43])[F:42])#[N:9]>ClC(Cl)C>[NH2:32][C:28]1[N:27]=[C:26]([NH:25][C:23]([N:19]2[CH2:20][C@H:21]([CH3:22])[N:16]([C:13]3[CH:14]=[CH:15][C:10]([C:8]#[N:9])=[C:11]([C:41]([F:44])([F:43])[F:42])[CH:12]=3)[CH2:17][C@H:18]2[CH3:40])=[O:24])[CH:31]=[CH:30][N:29]=1. Procedure details: A 15 ml portion of trifluoroacetic acid was added to 60 ml of dichloroethane solution containing 2.8 g of (2R,5S)-4-(4-cyano-3-trifluoromethylphenyl)-N-[2-(1,1-dimethylethoxycarbonyl)amino-4-pyrimidyl]-2,5-dimethylpiperazine-1-carboxamide synthesized in Example 6-2, and the mixture was stirred at room temperature for about 12 hours. The reaction solution was evaporated under reduced pressure, and the thus obtained residue was mixed with saturated sodium bicarbonate solution and extracted with ch... The reactants are BrBr (bromine), [Br-].[Na+] (sodium bromide), C(CC)SC1=CC2=C(N=C(N2)NC(=O)OC)C=C1 (methyl 5-propylthio-2-benzimidazole carbamate), [N+](=O)([O-])C1=C(N)C=CC=C1 (o-nitroaniline), [S-]C#N.[NH4+] (ammonium thiocyanate), CCCBr (n-propyl bromide), aqueous solution, aqueous solution, [C-]#N.[Na+] (sodium cyanide). The reagents and catalysts are [Cl-].C[N+](CCCC)(CCCC)CCCC (methyl tributyl ammonium chloride). Run in CO (methanol), CO (methanol), C(Cl)Cl (methylene chloride), C(CC)O (n-propanol). Yields the product S(C#N)C1=CC(=C(N)C=C1)[N+](=O)[O-] (4-Thiocyano-2-nitroaniline). Isolated yield 58.0%. Reaction SMILES: C(SC1C=CC2N=C(NC(OC)=O)NC=2C=1)CC.[N+:19]([C:22]1[CH:28]=[CH:27][CH:26]=[CH:25][C:23]=1[NH2:24])([O-:21])=[O:20].[S-:29][C:30]#[N:31].[NH4+].BrBr.[Br-].[Na+].CCCBr.[C-]#N.[Na+]>CO.[Cl-].C[N+](CCCC)(CCCC)CCCC.C(Cl)Cl.C(O)CC>[S:29]([C:27]1[CH:26]=[CH:25][C:23]([NH2:24])=[C:22]([N+:19]([O-:21])=[O:20])[CH:28]=1)[C:30]#[N:31] |f:2.3,5.6,8.9,11.12|. Procedure details: Preparation of methyl 5-propylthio-2-benzimidazole carbamate--4-Thiocyano-2-nitroaniline was prepared as described in Example I using 13.8 g of o-nitroaniline and 18.3 g of ammonium thiocyanate dissolved in 80 ml of methanol and adding 17.6 g of bromine in 10 ml of methanol saturated with sodium bromide. After work up and filtering a wet cake of crude product weighing 44 g was obtained. This wet cake along with 32.5 g of n-propanol, 66.4 g of n-propyl bromide, 1.41 g of an aqueous solution of 75...